Task: describe an organic reaction: reactants, conditions, products, and yield. Dataset: the Open Reaction Database (ORD), a public repository of structured organic reaction records The reactants are ClCCCCOC=1C=CC2=C(N(C=N2)C=2SC(=C(N2)C2=CC(=CC=C2)Cl)C(=O)N)C1 (2-[6-(4-chloro-butoxy)-benzoimidazol-1-yl]-4-(3-chloro-phenyl)-thiazole-5-carboxylic acid amide), C([O-])([O-])=O.[K+].[K+] (potassium carbonate), [I-].[K+] (potassium iodide), N1CCOCC1 (morpholine), CN(C=O)C (dimethylformamide). Run at time 3 hour. The product is ClC=1C=C(C=CC1)C=1N=C(SC1C(=O)N)N1C=NC2=C1C=C(C=C2)OCCCCN2CCN(CC2)C (4-(3-chloro-phenyl)-2-{6-[4-(4-methyl-piperazin-1-yl)-butoxy]-benzoimidazol-1-yl}-thiazole-5-carboxylic acid amide). Reaction SMILES: Cl[CH2:2][CH2:3][CH2:4][CH2:5][O:6][C:7]1[CH:8]=[CH:9][C:10]2[N:14]=[CH:13][N:12]([C:15]3[S:16][C:17]([C:27]([NH2:29])=[O:28])=[C:18]([C:20]4[CH:25]=[CH:24][CH:23]=[C:22]([Cl:26])[CH:21]=4)[N:19]=3)[C:11]=2[CH:30]=1.C(=O)([O-])[O-].[K+].[K+].[I-].[K+].[NH:39]1[CH2:44][CH2:43]O[CH2:41][CH2:40]1.[CH3:45][N:46](C)C=O>>[Cl:26][C:22]1[CH:21]=[C:20]([C:18]2[N:19]=[C:15]([N:12]3[C:11]4[CH:30]=[C:7]([O:6][CH2:5][CH2:4][CH2:3][CH2:2][N:39]5[CH2:44][CH2:43][N:46]([CH3:45])[CH2:41][CH2:40]5)[CH:8]=[CH:9][C:10]=4[N:14]=[CH:13]3)[S:16][C:17]=2[C:27]([NH2:29])=[O:28])[CH:25]=[CH:24][CH:23]=1 |f:1.2.3,4.5|. Reported procedure: A mixture of 0.023 g (0.05 mmole) of 2-[6-(4-chloro-butoxy)-benzoimidazol-1-yl]-4-(3-chloro-phenyl)-thiazole-5-carboxylic acid amide (I.37a), 0.5 mL of dimethylformamide, 0.035 g (0.25 mmole) of potassium carbonate, 0.001 g of potassium iodide and 0.013 mL (0.15 mmole) of morpholine was stirred at 100 degrees for 3 hours. The mixture was concentrated under reduced pressure, and diluted with 20 mL of water. The precipitate was collected by filtration and the solid triturated with diethyl ether to...